From a dataset of the Open Reaction Database (ORD), a public repository of structured organic reaction records. describe an organic reaction: reactants, conditions, products, and yield Starting materials: [N+](=O)([O-])C1=CC=C(OC2=CC=C(C=C2)C=2OC=CN2)C=C1 (2-[4-(4-nitrophenoxy)phenyl]oxazole). The reagents and catalysts are [Pd] (palladium). Run in C(C)(=O)OCC (ethyl acetate), CO (methanol). Reaction conditions: time 3 hour. Yields the product O1C(=NC=C1)C1=CC=C(OC2=CC=C(C=C2)N)C=C1 (4-[4-(2-oxazolyl)phenoxy]benzenamine). The yield is 103.4%. RXN SMILES: [N+:1]([C:4]1[CH:21]=[CH:20][C:7]([O:8][C:9]2[CH:14]=[CH:13][C:12]([C:15]3[O:16][CH:17]=[CH:18][N:19]=3)=[CH:11][CH:10]=2)=[CH:6][CH:5]=1)([O-])=O>C(OCC)(=O)C.CO.[Pd]>[O:16]1[CH:17]=[CH:18][N:19]=[C:15]1[C:12]1[CH:13]=[CH:14][C:9]([O:8][C:7]2[CH:20]=[CH:21][C:4]([NH2:1])=[CH:5][CH:6]=2)=[CH:10][CH:11]=1. Procedure details: A slurry of 2-[4-(4-nitrophenoxy)phenyl]oxazole (2.6 g, 9.2 mmol) in a mixture of ethyl acetate (20 mL) and methanol (100 mL) was placed under a nitrogen atmosphere before the addition of catalyst palladium (10% on C, 0.65 g). The reaction mixture was placed under a hydrogen atmosphere at atmospheric pressure. After 3 hours, the reaction mixture was filtered through a pad of Celite and washed with methanol. The filtrate was concentrated to give the 2.4 g of 4-[4-(2-oxazolyl)phenoxy]benzenamine. The reactants are NC1=CC=NN1C (5-amino-1-methylpyrazole), CN1N=CC=C1NC(S)=S (1-methyl-5-pyrazolyldithiocarbamic acid), Ferric chloride. The solvent is C(C)N(CC)CC (triethylamine). Yields the product CN1N=CC=C1N=C=S (1-methyl-5-pyrazolylisothiocyanate). RXN SMILES: NC1N(C)N=CC=1.[CH3:8][N:9]1[C:13]([NH:14][C:15](=S)[SH:16])=[CH:12][CH:11]=[N:10]1>C(N(CC)CC)C>[CH3:8][N:9]1[C:13]([N:14]=[C:15]=[S:16])=[CH:12][CH:11]=[N:10]1. Procedure details: Using 5-amino-1-methylpyrazole as a starting material, triethylamine salt of 1-methyl-5-pyrazolyldithiocarbamic acid (m.p.: 89° to 94° C.) was synthesized, following the procedures described in Reference Example 1. Ferric chloride was allowed to act upon the resulting product to yield the desired compound. Oily substance.